From a dataset of the Open Reaction Database (ORD), a public repository of structured organic reaction records. describe an organic reaction: reactants, conditions, products, and yield Starting materials: O=S1CCN(c2nc(Cl)nc3c(SCc4ccccc4)ncnc23)CC1, COC1CCNCC1. The product is COC1CCN(c2nc(N3CCS(=O)CC3)c3ncnc(SCc4ccccc4)c3n2)CC1. RXN SMILES: [CH2:1]([c:2]1[cH:3][cH:4][cH:5][cH:6][cH:7]1)[S:8][c:9]1[n:10][cH:11][n:12][c:13]2[c:14]1[n:15][c:16]([Cl:26])[n:17][c:18]2[N:19]1[CH2:20][CH2:21][S:22](=[O:25])[CH2:23][CH2:24]1.[CH3:27][O:28][CH:29]1[CH2:30][CH2:31][NH:32][CH2:33][CH2:34]1>>[CH2:1]([c:2]1[cH:3][cH:4][cH:5][cH:6][cH:7]1)[S:8][c:9]1[n:10][cH:11][n:12][c:13]2[c:14]1[n:15][c:16]([N:32]1[CH2:31][CH2:30][CH:29]([O:28][CH3:27])[CH2:34][CH2:33]1)[n:17][c:18]2[N:19]1[CH2:20][CH2:21][S:22](=[O:25])[CH2:23][CH2:24]1.